This data is from the Open Reaction Database (ORD), a public repository of structured organic reaction records. The task is: describe an organic reaction: reactants, conditions, products, and yield Reactants: C(CCC)[Li] (n-butyl lithium), ClC1=C(C=CC=C1)OCOC (1-Chloro-2-methoxymethoxybenzene), O (water), COCC(=O)C1=CC=CC=C1 (2-methoxyacetophenone), O1CCCC1 (tetrahydrofuran). The solvent is CCCCCC (hexane), CCOCC (ether). Yields the product ClC=1C(=C(C=CC1OC)C(C)(O)C1=C(C=CC=C1)OC)OC (1-(3-Chloro-2-methoxy-methoxyphenyl)-1-(2-methoxyphenyl)ethanol). As a reaction SMILES: [Cl:1][C:2]1[CH:7]=[CH:6][CH:5]=[CH:4][C:3]=1[O:8][CH2:9]OC.[CH2:12]([Li])[CH2:13][CH2:14][CH3:15].[CH3:17][O:18][CH2:19][C:20]([C:22]1[CH:27]=CC=CC=1)=O.[OH2:28].[O:29]1[CH2:33]CCC1>CCCCCC.CCOCC>[Cl:1][C:2]1[C:3]([O:8][CH3:9])=[C:4]([C:14]([C:13]2[CH:12]=[CH:27][CH:22]=[CH:20][C:19]=2[O:18][CH3:17])([OH:28])[CH3:15])[CH:5]=[CH:6][C:7]=1[O:29][CH3:33]. Procedure: 1-Chloro-2-methoxymethoxybenzene (20.0 g) was combined with 72.5 ml of 1.6M n-butyl lithium in hexane at 0° C. with stirring and allowed to react for 4 hours. A solution of 16.0 ml of 2-methoxyacetophenone in 20 ml of tetrahydrofuran was then added with stirring. After a short reaction period, water and ether were added and the ether layer was dried over magnesium sulfate, filtered, and concentrated by evaporation under reduced pressure to obtain an oil. This was purified by liquid chromatograph... The reactants are Cl.C(C)(C)C=1C=C(C=CC1)[C@H](C)N ((S)-1-(3-isopropylphenyl)ethanamine hydrochloride), COC([C@H](C(C)C)OC=1C=C(CN2C(=C(C3=CC(=CC=C23)C(=O)O)C)C)C=CC1)=O ((S)-1-(3-((1-methoxy-3-methyl-1-oxobutan-2-yl)oxy)benzyl)-2,3-dimethyl-1H-indole-5-carboxylic acid). The product is C(C)(C)C=1C=C(C=CC1)[C@H](C)NC(=O)C=1C=C2C(=C(N(C2=CC1)CC=1C=C(O[C@H](C(=O)OC)C(C)C)C=CC1)C)C ((S)-Methyl 2-(3-((5-(((S)-1-(3-isopropylphenyl)ethyl)carbamoyl)-2,3-dimethyl-1H-indol-1-yl)methyl)phenoxy)-3-methylbutanoate). Reaction SMILES: Cl.[CH:2]([C:5]1[CH:6]=[C:7]([C@@H:11]([NH2:13])[CH3:12])[CH:8]=[CH:9][CH:10]=1)([CH3:4])[CH3:3].[CH3:14][O:15][C:16](=[O:43])[C@@H:17]([O:21][C:22]1[CH:23]=[C:24]([CH:40]=[CH:41][CH:42]=1)[CH2:25][N:26]1[C:34]2[C:29](=[CH:30][C:31]([C:35](O)=[O:36])=[CH:32][CH:33]=2)[C:28]([CH3:38])=[C:27]1[CH3:39])[CH:18]([CH3:20])[CH3:19]>>[CH:2]([C:5]1[CH:6]=[C:7]([C@@H:11]([NH:13][C:35]([C:31]2[CH:30]=[C:29]3[C:34](=[CH:33][CH:32]=2)[N:26]([CH2:25][C:24]2[CH:23]=[C:22]([CH:42]=[CH:41][CH:40]=2)[O:21][C@@H:17]([CH:18]([CH3:20])[CH3:19])[C:16]([O:15][CH3:14])=[O:43])[C:27]([CH3:39])=[C:28]3[CH3:38])=[O:36])[CH3:12])[CH:8]=[CH:9][CH:10]=1)([CH3:4])[CH3:3] |f:0.1|. Procedure: The title compound was prepared following the same protocol as described in Step 5, Example 36, using the (S)-1-(3-isopropylphenyl)ethanamine hydrochloride instead of the (S)-1-(3-cyclopropylphenyl)ethanamine hydrochloride and the (S)-1-(3-((1-methoxy-3-methyl-1-oxobutan-2-yl)oxy)benzyl)-2,3-dimethyl-1H-indole-5-carboxylic acid instead of the 1-(4-(2-methoxy-2-oxoethoxy)benzyl)-2,3-dimethyl-1H-indole-5-carboxylic acid. Starting materials: C(C(CO)(CO)N)O (Tris), polystyrene, C(C(CO)(CO)N)O (Tris), VI, C(CN(CC(=O)O)CC(=O)O)N(CC(=O)O)CC(=O)O (EDTA), C([C@@H](O)[C@@H](O)[C@H](O)[C@H](O)CO)O (D-mannitol), C([C@@H]1[C@H]([C@@H]([C@H]([C@H](O1)O[C@]2([C@H]([C@@H]([C@H](O2)CO)O)O)CO)O)O)O)O (sucrose), CC[Hg]SC1=CC=CC=C1C(=O)[O-].[Na+] (thimerosal). Reaction conditions: time 8 hour. Product: CCCCCN1C=C(C2=CC=CC=C21)C(=O)C3=CC=C(C=C3)OC (RCS-4). As a reaction SMILES: [CH2:1]([N:12]([CH2:17][C:18](O)=O)[CH2:13][C:14](O)=O)[CH2:2]N(CC(O)=O)CC(O)=O.C(O)[C@H]([C@H:24]([C@@H:26]([C@@H:28]([CH2:30]O)O)O)O)O.C(O)[C@H]1O[C@H:38]([O:40][C@:41]2([CH2:50]O)O[C@H:44]([CH2:46][OH:47])[C@@H:43](O)[C@@H:42]2O)[C@H](O)[C@@H](O)[C@@H]1O.CC[Hg]S[C:60]1[C:65](C([O-])=O)=CC=C[CH:61]=1.[Na+].[CH2:70](O)C(N)(CO)CO>>[CH3:61][CH2:60][CH2:65][CH2:18][CH2:17][N:12]1[C:1]2[C:2](=[CH:30][CH:28]=[CH:26][CH:24]=2)[C:14]([C:46]([C:44]2[CH:43]=[CH:42][C:41]([O:40][CH3:38])=[CH:50][CH:70]=2)=[O:47])=[CH:13]1 |f:3.4|. Reported procedure: The wells of an enhanced binding 96 well polystyrene microtiter plate were coated with IgG fraction of antiserum raised to Immunogen VI, diluted in 10 mM Tris, pH8.5 (125 μl/well). The appropriate antibody coating dilution was determined using standard ELISA checkerboard techniques. The plate was incubated overnight at 4° C., washed 4 times over 10 minutes with Tris buffered saline containing Tween 20 (TBST) and tapped dry. Standard solutions of RCS-4 were prepared in TBST at 0, 0.3125, 0.625, 1...